This data is from the Open Reaction Database (ORD), a public repository of structured organic reaction records. The task is: describe an organic reaction: reactants, conditions, products, and yield Starting materials: CCO, COc1ccc(Oc2ccc3c(c2)CCN(C2CCC2)CC3)cn1, Cl. As a reaction SMILES: [CH3:25][CH2:26][OH:27].[CH:1]1([N:5]2[CH2:6][CH2:7][c:8]3[c:9]([cH:12][cH:13][c:14]([O:16][c:17]4[cH:18][n:19][c:20]([O:23][CH3:24])[cH:21][cH:22]4)[cH:15]3)[CH2:10][CH2:11]2)[CH2:2][CH2:3][CH2:4]1.[ClH:28]>>[CH:1]1([N:5]2[CH2:6][CH2:7][c:8]3[c:9]([cH:12][cH:13][c:14]([O:16][c:17]4[cH:18][nH:19][c:20](=[O:23])[cH:21][cH:22]4)[cH:15]3)[CH2:10][CH2:11]2)[CH2:2][CH2:3][CH2:4]1. Yields the product O=c1ccc(Oc2ccc3c(c2)CCN(C2CCC2)CC3)c[nH]1. The reactants are O1CCOC2=C1C=CC(=C2)SC2=C(C=C(C=C2)\C=C\C(=O)N2CCC(CC2)C(=O)OCC)C(F)(F)F ((Benzodioxan-6-yl)[2-trifluoromethyl-4-(E-((4-carboethoxypiperidin-1-yl) carbonyl)ethenyl)phenyl]sulfide), [OH-].[Na+].CCO (NaOH EtOH). Product: O1CCOC2=C1C=CC(=C2)SC2=C(C=C(C=C2)\C=C\C(=O)N2CCC(CC2)C(=O)O)C(F)(F)F ((Benzodioxan-6-yl)[2-trifluoromethyl-4-(E-((4-carboxypiperidin-1-yl) carbonyl)ethenyl)phenyl]sulfide). As a reaction SMILES: [O:1]1[C:6]2[CH:7]=[CH:8][C:9]([S:11][C:12]3[CH:17]=[CH:16][C:15](/[CH:18]=[CH:19]/[C:20]([N:22]4[CH2:27][CH2:26][CH:25]([C:28]([O:30]CC)=[O:29])[CH2:24][CH2:23]4)=[O:21])=[CH:14][C:13]=3[C:33]([F:36])([F:35])[F:34])=[CH:10][C:5]=2[O:4][CH2:3][CH2:2]1.[OH-].[Na+].CCO>>[O:1]1[C:6]2[CH:7]=[CH:8][C:9]([S:11][C:12]3[CH:17]=[CH:16][C:15](/[CH:18]=[CH:19]/[C:20]([N:22]4[CH2:23][CH2:24][CH:25]([C:28]([OH:30])=[O:29])[CH2:26][CH2:27]4)=[O:21])=[CH:14][C:13]=3[C:33]([F:35])([F:34])[F:36])=[CH:10][C:5]=2[O:4][CH2:3][CH2:2]1 |f:1.2.3|. Procedure: The title compound was prepared by hydrolysis of the compound of Example 252 under basic conditions (aq. NaOH/EtOH), giving a white solid, mp 88° C. (dec.). 1H NMR (DMSO-d6, 300 MHz) δ 1.40 (m, 2H), 1.98 (m, 2H), 2.95 (m, 1H), 3.15 (m, 1H), 3.45 (m, 1H), 4.20 (m, 2H), 4.35 (m, 4H), 7.00 (m, 4H), 7.20 (m, 2H), 7.90 (m, 1H), 8.20 (m, 1H), 12.30 (s, 1H). MS (APCI) m/z 494 (M+H)+. Anal. calcd. for C24H22F3NO5S.0.1H2O: C, 58.20; H, 4.52; N, 2.83. Found: C, 58.14; H, 4.69; N, 2.76. The solvent is C=1(C(=CC=CC1)C)C (xylene). Yield: 53.9%. Run at time 3 hour. As a reaction SMILES: [CH:1]([NH2:4])([CH3:3])[CH3:2].N12CCCN=C1CCCCC2.CN(C)[C:18]1[O:19][C:20](=[O:28])[CH:21]=[C:22]([C:24]([F:27])([F:26])[F:25])[N:23]=1>C1(C)C(C)=CC=CC=1>[CH:1]([N:4]1[C:20](=[O:28])[CH:21]=[C:22]([C:24]([F:27])([F:26])[F:25])[NH:23][C:18]1=[O:19])([CH3:3])[CH3:2]. Reported procedure: Isopropylamine (1.2 g, 20.3 mmol) and 1,8-diazabicyclo[5,4,0]undec-7-ene (DBU, 6 mL) are added to a solution of 2-dimethylamino-4-trifluoromethyl-6H-1,3-oxazin-6-one (4.0 g, 19.2 mmol) in xylene (34 mL). The resultant reaction mixture is held at 100° C. for 3 hours, cooled, washed with 5 wt. % HCl (40 mL), and extracted with ethyl acetate. The combined organic extracts are concentrated and triturated with heptane. The solids are filtered and dried to give the title product as a yellow powder (2.... Product: C(C)(C)N1C(NC(=CC1=O)C(F)(F)F)=O (3-Isopropyl-6-(trifluoromethyl)-2,4(1H,3H)-pyrimidinedione). Starting materials: C(C)(C)N (Isopropylamine), N12CCCCCC2=NCCC1 (1,8-diazabicyclo[5,4,0]undec-7-ene), CN(C=1OC(C=C(N1)C(F)(F)F)=O)C (2-dimethylamino-4-trifluoromethyl-6H-1,3-oxazin-6-one). Starting materials: CC(=O)O[BH-](OC(C)=O)OC(C)=O, Cc1nc(C(=O)N2CCOC3(CCNCC3)C2)cs1, CN1CCCC1=O, CC(=O)O, CO, Cl, [Na+], O=CCOc1ccc(CCO)cc1. Yields the product Cc1nc(C(=O)N2CCOC3(CCN(CCOc4ccc(CCO)cc4)CC3)C2)cs1. RXN SMILES: [C:34]([O:35][BH-:36]([O:37][C:38](=[O:39])[CH3:40])[O:41][C:42](=[O:43])[CH3:44])(=[O:45])[CH3:46].[CH3:2][c:3]1[s:4][cH:5][c:6]([C:8](=[O:9])[N:10]2[CH2:11][CH2:12][O:13][C:14]3([CH2:15]2)[CH2:16][CH2:17][NH:18][CH2:19][CH2:20]3)[n:7]1.[CH3:48][N:49]1[CH2:50][CH2:51][CH2:52][C:53]1=[O:54].[CH3:55][C:56](=[O:57])[OH:58].[CH3:59][OH:60].[ClH:1].[Na+:47].[OH:21][CH2:22][CH2:23][c:24]1[cH:25][cH:26][c:27]([O:28][CH2:29][CH:30]=[O:31])[cH:32][cH:33]1>>[CH3:2][c:3]1[s:4][cH:5][c:6]([C:8](=[O:9])[N:10]2[CH2:11][CH2:12][O:13][C:14]3([CH2:15]2)[CH2:16][CH2:17][N:18]([CH2:30][CH2:29][O:28][c:27]2[cH:26][cH:25][c:24]([CH2:23][CH2:22][OH:21])[cH:33][cH:32]2)[CH2:19][CH2:20]3)[n:7]1.